From a dataset of the Open Reaction Database (ORD), a public repository of structured organic reaction records. describe an organic reaction: reactants, conditions, products, and yield Reactants: ClC1=CC(=C(CN2C=CC3=CC(=CC=C23)\C=C/2\C(NC(S2)=O)=O)C=C1)C(F)(F)F ((5Z)-5-({1-[4-chloro-2-(trifluoromethyl)benzyl]-1H-indol-5-yl}methylidene)-2,4-dioxo-1,3-thiazolidine), Cl.ClCCN1CCOCC1 (4-(2-chloroethyl)morpholine hydrochloride). Yields the product ClC1=CC(=C(CN2C=CC3=CC(=CC=C23)\C=C/2\C(N(C(S2)=O)CCN2CCOCC2)=O)C=C1)C(F)(F)F ((5Z)-5-({1-[4-Chloro-2-(trifluoromethyl)benzyl]-1H-indol-5-yl}methylidene)-3-(2-morpholin-4-ylethyl)-1,3-thiazolidine-2,4-dione). Reaction SMILES: [Cl:1][C:2]1[CH:25]=[CH:24][C:5]([CH2:6][N:7]2[C:15]3[C:10](=[CH:11][C:12](/[CH:16]=[C:17]4/[C:18](=[O:23])[NH:19][C:20](=[O:22])[S:21]/4)=[CH:13][CH:14]=3)[CH:9]=[CH:8]2)=[C:4]([C:26]([F:29])([F:28])[F:27])[CH:3]=1.Cl.Cl[CH2:32][CH2:33][N:34]1[CH2:39][CH2:38][O:37][CH2:36][CH2:35]1>>[Cl:1][C:2]1[CH:25]=[CH:24][C:5]([CH2:6][N:7]2[C:15]3[C:10](=[CH:11][C:12](/[CH:16]=[C:17]4/[C:18](=[O:23])[N:19]([CH2:32][CH2:33][N:34]5[CH2:39][CH2:38][O:37][CH2:36][CH2:35]5)[C:20](=[O:22])[S:21]/4)=[CH:13][CH:14]=3)[CH:9]=[CH:8]2)=[C:4]([C:26]([F:29])([F:27])[F:28])[CH:3]=1 |f:1.2|. Procedure details: (5Z)-5-({1-[4-Chloro-2-(trifluoromethyl)benzyl]-1H-indol-5-yl}methylidene)-3-(2-morpholin-4-ylethyl)-1,3-thiazolidine-2,4-dione was prepared from [(5Z)-5-({1-[4-chloro-2-(trifluoromethyl)benzyl]-1H-indol-5-yl}methylidene)-2,4-dioxo-1,3-thiazolidine (from Example 243) and 4-(2-chloroethyl)morpholine hydrochloride following General Procedure H. The reactants are Cl.N1CCC(CC1)N1N=CC(=N1)COC=1C=CC(=NC1)N1N=NN=C1 (5-((2-(piperidin-4-yl)-2H-1,2,3-triazol-4-yl)methoxy)-2-(1H-tetrazol-1-yl)pyridine hydrochloride), N1C=NC(=C1)S(=O)(=O)Cl (1H-imidazole-4-sulfonyl chloride). Product: N1C=NC(=C1)S(=O)(=O)N1CCC(CC1)N1N=CC(=N1)COC=1C=CC(=NC1)N1N=NN=C1 (5-((2-(1-(1H-Imidazol-4-ylsulfonyl)piperidin-4-yl)-2H-1,2,3-triazol-4-yl)methoxy)-2-(1H-tetrazol-1-yl)pyridine). RXN SMILES: Cl.[NH:2]1[CH2:7][CH2:6][CH:5]([N:8]2[N:12]=[C:11]([CH2:13][O:14][C:15]3[CH:16]=[CH:17][C:18]([N:21]4[CH:25]=[N:24][N:23]=[N:22]4)=[N:19][CH:20]=3)[CH:10]=[N:9]2)[CH2:4][CH2:3]1.[NH:26]1[CH:30]=[C:29]([S:31](Cl)(=[O:33])=[O:32])[N:28]=[CH:27]1>>[NH:26]1[CH:30]=[C:29]([S:31]([N:2]2[CH2:3][CH2:4][CH:5]([N:8]3[N:12]=[C:11]([CH2:13][O:14][C:15]4[CH:16]=[CH:17][C:18]([N:21]5[CH:25]=[N:24][N:23]=[N:22]5)=[N:19][CH:20]=4)[CH:10]=[N:9]3)[CH2:6][CH2:7]2)(=[O:33])=[O:32])[N:28]=[CH:27]1 |f:0.1|. Procedure details: The title compound was synthesized using Intermediate 15 and 1H-imidazole-4-sulfonyl chloride in a similar manner as described in Example 39. 1H NMR (DMSO-d6): δ 12.89 (1H, bs), 10.07 (1H, s), 8.41 (1H, d), 7.99 (1H, d), 7.92 (1H, s), 7.86 (2H, m), 7.79, (1H, dd), 5.32 (2H, s), 4.59 (1H, m), 3.62 (2H, m), 2.77 (2H, m), 2.17 (2H, m), 1.95 (2H, M).